From a dataset of the Open Reaction Database (ORD), a public repository of structured organic reaction records. describe an organic reaction: reactants, conditions, products, and yield Reactants: CCOC(C)=O, OCc1ccc(CCc2ccccn2)cc1. Product: O=Cc1ccc(CCc2ccccn2)cc1. Reaction SMILES: [CH3:17][CH2:18][O:19][C:20](=[O:21])[CH3:22].[n:1]1[c:2]([CH2:7][CH2:8][c:9]2[cH:10][cH:11][c:12]([CH2:13][OH:14])[cH:15][cH:16]2)[cH:3][cH:4][cH:5][cH:6]1>>[n:1]1[c:2]([CH2:7][CH2:8][c:9]2[cH:10][cH:11][c:12]([CH:13]=[O:14])[cH:15][cH:16]2)[cH:3][cH:4][cH:5][cH:6]1. The reactants are ClC1=C(C(=O)O)C=CC(=C1)Cl (2,4-dichlorobenzoic acid), CO (methanol), cuprous chloride, CO (methanol). Conditions: temperature 80 celsius. The product is ClC1=CC(=C(C(=O)O)C=C1)OC (4-chloro-2-methoxybenzoic acid). Yield: 86.3%. As a reaction SMILES: Cl[C:2]1[CH:10]=[C:9]([Cl:11])[CH:8]=[CH:7][C:3]=1[C:4]([OH:6])=[O:5].[CH3:12][OH:13]>>[Cl:11][C:9]1[CH:8]=[CH:7][C:3]([C:4]([OH:6])=[O:5])=[C:2]([O:13][CH3:12])[CH:10]=1. Procedure: Except for using 2.8 g of 2,4-dichlorobenzoic acid (14.6 mM), 0.75 g of cuprous chloride (7.5 mM) and 100 ml of methanol containing 20% dimethylamine (77 g), the same apparatus, reagents and procedures were employed for reaction as in Example 1. The reaction was followed by reversed-phase HPLC as in Example 1, and as a result, completion of the methanol reaction within two hours was confirmed. After the methanol was removed, 50 ml of water was added and heated in a bath temperature of 80° C., to... Starting materials: [N+](=O)([O-])C1=CC=C(C=C1)OC(C1N(CCC1)C(=O)OCC1=CC=CC=C1)=O (N-carbobenzoxy-DL-proline p-nitrophenyl ester), C(CCCCC)N (n-hexylamine). Solvent: O1CCCC1 (tetrahydrofuran), O1CCCC1 (tetrahydrofuran). Product: C(C1=CC=CC=C1)OC(=O)N1C(CCC1)C(=O)NCCCCCC (1-[(benzyloxy)carbonyl]-2-[(hexylamino)carbonyl]pyrrolidine). Reaction SMILES: [N+](C1C=CC(O[C:11](=[O:27])[CH:12]2[CH2:16][CH2:15][CH2:14][N:13]2[C:17]([O:19][CH2:20][C:21]2[CH:26]=[CH:25][CH:24]=[CH:23][CH:22]=2)=[O:18])=CC=1)([O-])=O.[CH2:28]([NH2:34])[CH2:29][CH2:30][CH2:31][CH2:32][CH3:33]>O1CCCC1>[CH2:20]([O:19][C:17]([N:13]1[CH2:14][CH2:15][CH2:16][CH:12]1[C:11]([NH:34][CH2:28][CH2:29][CH2:30][CH2:31][CH2:32][CH3:33])=[O:27])=[O:18])[C:21]1[CH:22]=[CH:23][CH:24]=[CH:25][CH:26]=1. Procedure details: To a solution of 25.9 g. (0.07 mol.) of N-carbobenzoxy-DL-proline p-nitrophenyl ester in 250 ml. of dry tetrahydrofuran is added 14.1 g. (0.140 mol.) of n-hexylamine in 50 ml. of tetrahydrofuran, and the resulting solution is left overnight at room temperature. The solvent is removed in vacuo, the residue is diluted with ether, and this solution is then washed thoroughly with 1 N aqueous sodium hydroxide, water and then dilute hydrochloric acid. On drying the ether solution and concentrating in ... Starting materials: CCOC(=O)COc1ccc(Cl)c(F)c1, C[Al](C)C, Cc1ccccc1, NCCN. The product is Fc1cc(OCC2=NCCN2)ccc1Cl. As a reaction SMILES: [CH2:9]([O:10][C:12](=[O:11])[CH2:13][O:14][c:15]1[cH:16][c:17]([F:22])[c:18]([Cl:21])[cH:19][cH:20]1)[CH3:23].[CH3:1][Al:2]([CH3:3])[CH3:4].[CH3:24][c:25]1[cH:26][cH:27][cH:28][cH:29][cH:30]1.[NH2:5][CH2:6][CH2:7][NH2:8]>>[NH:5]1[CH2:6][CH2:7][N:8]=[C:12]1[CH2:13][O:14][c:15]1[cH:16][c:17]([F:22])[c:18]([Cl:21])[cH:19][cH:20]1. The reactants are CCCN, CO, CCOC(C)=NOCCC(=O)OC. Yields the product CCCNC(=O)CCON=C(C)OCC. Reaction SMILES: [CH2:14]([CH2:15][CH3:16])[NH2:17].[CH3:18][OH:19].[CH3:1][O:2][C:3]([CH2:4][CH2:5][O:6][N:7]=[C:8]([CH3:9])[O:10][CH2:11][CH3:12])=[O:13]>>[C:3]([CH2:4][CH2:5][O:6][N:7]=[C:8]([CH3:9])[O:10][CH2:11][CH3:12])(=[O:13])[NH:17][CH2:14][CH2:15][CH3:16]. Starting materials: [H-].[Na+] (NaH), COC(=O)C=1N=CNC1 (1H-Imidazole-4-carboxylic acid methyl ester), FC1=CC(=CC=C1)[N+](=O)[O-] (1-fluoro-3-nitro benzene). Solvent: CO (MeOH). Reaction conditions: temperature 150 celsius. Yields the product COC(=O)C=1N=CN(C1)C1=CC(=CC=C1)[N+](=O)[O-] (1-(3-Nitro-phenyl)-1H-imidazole-4-carboxylic acid methyl ester). The yield is 66.6%. RXN SMILES: [CH3:1][O:2][C:3]([C:5]1[N:6]=[CH:7][NH:8][CH:9]=1)=[O:4].[H-].[Na+].F[C:13]1[CH:18]=[CH:17][CH:16]=[C:15]([N+:19]([O-:21])=[O:20])[CH:14]=1>CO>[CH3:1][O:2][C:3]([C:5]1[N:6]=[CH:7][N:8]([C:13]2[CH:18]=[CH:17][CH:16]=[C:15]([N+:19]([O-:21])=[O:20])[CH:14]=2)[CH:9]=1)=[O:4] |f:1.2|. Procedure details: 1H-Imidazole-4-carboxylic acid methyl ester (1 g, 7.9 mmol) was dissolved in MeOH and NaH (348 mg, 8.7 mmol) was added slowly. When the gas evolution had ceased 1-fluoro-3-nitro benzene (926 uL, 8.7 mmol) was added, and the mixture was heated to 150° C. under N2 for 16 h. After cooling to room temperature the precipitation was isolated by suction filtration, washed with MeOH, and dried under vacuum to afford 1.3 g (67%) of 20. HRMS (ESI+): m/z=247.2091 [M+H] Reactants: ClCCl (dichloromethane), FC(C(=O)O)(F)F (trifluoroacetic acid), CC1(C2=C(CN(C1)C(=O)OC(C)(C)C)C=NN2)C (tert-butyl 7,7-dimethyl-1,4,6,7-tetrahydro-pyrazolo[4,3-c]pyridine-5-carboxylate), C(C)O (ethanol). Conditions: time 2 hour. The product is Cl.Cl.CC1(C2=C(CNC1)C=NN2)C (7,7-dimethyl-4,5,6,7-tetrahydro-1H-pyrazol[4,3-c]pyridine-dihydrochloride). Reaction SMILES: FC(F)(F)C(O)=O.[CH3:8][C:9]1([CH3:25])[CH2:14][N:13](C(OC(C)(C)C)=O)[CH2:12][C:11]2[CH:22]=[N:23][NH:24][C:10]1=2.C(O)C.[Cl:29]CCl>>[ClH:29].[ClH:29].[CH3:8][C:9]1([CH3:25])[CH2:14][NH:13][CH2:12][C:11]2[CH:22]=[N:23][NH:24][C:10]1=2 |f:4.5.6|. Reported procedure: At 0° C. 5 mL trifluoroacetic acid was added to 1.60 g (6.05 mmol) tert-butyl 7,7-dimethyl-1,4,6,7-tetrahydro-pyrazolo[4,3-c]pyridine-5-carboxylate (synthesised analogously to WO2005/065779) in 15 mL dichloromethane and the reaction mixture was stirred for 2 h at RT. Then the solvent was eliminated i. vac. The residue was combined with ethanol and evaporated down again i. vac. The residue was dissolved in ethanol and 12 mL of a 1.25 M ethanolic HCl solution were added. The mixture was again evap... Reactants: FC1=C(C=C(C=C1)C1=CC=NC2=NC(=CC=C12)C(F)(F)F)OS(=O)(=O)C(F)(F)F (trifluoromethanesulfonic acid 2-fluoro-5-(7-trifluoromethyl-[1,8]naphthyridin-4-yl)phenyl ester), ClC=1C=C(C=CC1)B(O)O (3-chlorobenzeneboronic acid), C([O-])([O-])=O.[Na+].[Na+] (sodium carbonate). Reagents/catalysts: Cl[Pd]([P](C1=CC=CC=C1)(C2=CC=CC=C2)C3=CC=CC=C3)([P](C4=CC=CC=C4)(C5=CC=CC=C5)C6=CC=CC=C6)Cl (dichlorobis-(triphenylphosphine)palladium(II)). Run in ClCCl (dichloromethane), O (water), COCCOC (DME). Product: ClC=1C=C(C=CC1)C1=CC(=CC=C1F)C1=C2C=CC(=NC2=NC=C1)C(F)(F)F (5-(3′-chloro-6-fluorobiphenyl-3-yl)-2-trifluoromethyl[1,8]naphthyridine). Isolated yield 46.4%. Reaction SMILES: [F:1][C:2]1[CH:7]=[CH:6][C:5]([C:8]2[C:17]3[C:12](=[N:13][C:14]([C:18]([F:21])([F:20])[F:19])=[CH:15][CH:16]=3)[N:11]=[CH:10][CH:9]=2)=[CH:4][C:3]=1OS(C(F)(F)F)(=O)=O.[Cl:30][C:31]1[CH:32]=[C:33](B(O)O)[CH:34]=[CH:35][CH:36]=1.C(=O)([O-])[O-].[Na+].[Na+]>COCCOC.ClCCl.O.Cl[Pd](Cl)([P](C1C=CC=CC=1)(C1C=CC=CC=1)C1C=CC=CC=1)[P](C1C=CC=CC=1)(C1C=CC=CC=1)C1C=CC=CC=1>[Cl:30][C:31]1[CH:36]=[C:35]([C:3]2[C:2]([F:1])=[CH:7][CH:6]=[C:5]([C:8]3[CH:9]=[CH:10][N:11]=[C:12]4[C:17]=3[CH:16]=[CH:15][C:14]([C:18]([F:19])([F:20])[F:21])=[N:13]4)[CH:4]=2)[CH:34]=[CH:33][CH:32]=1 |f:2.3.4,^1:58,77|. Reported procedure: A mixture of trifluoromethanesulfonic acid 2-fluoro-5-(7-trifluoromethyl-[1,8]naphthyridin-4-yl)phenyl ester (30.0 mg, 0.068 mmol), 3-chlorobenzeneboronic acid (13.9 mg, 0.089 mmol), dichlorobis-(triphenylphosphine)palladium(II) (5.0 mg, 7.1 μmol) and 2 M sodium carbonate solution (0.5 mL) in DME (3 mL) was irradiated in a microwave reactor at 150° C. for 10 min. After cooling to room temperature, the mixture was diluted with dichloromethane (3 mL) and water (3 mL), and was filtered through a PT... Reaction SMILES: [CH:11]([CH3:12])([CH3:13])[c:14]1[n:15][n:16]2[c:17]([cH:18][cH:19][cH:20][cH:21]2)[cH:22]1.[Na+:24].[O:1]=[CH:2][N:3]([CH3:4])[CH3:5].[OH-:23].[OH2:25].[P:6]([Cl:7])([Cl:8])([Cl:9])=[O:10]>>[O:1]=[CH:2][c:22]1[c:14]([CH:11]([CH3:12])[CH3:13])[n:15][n:16]2[c:17]1[cH:18][cH:19][cH:20][cH:21]2. Product: CC(C)c1nn2ccccc2c1C=O. Reactants: CC(C)c1cc2ccccn2n1, [Na+], CN(C)C=O, [OH-], O, O=P(Cl)(Cl)Cl. Starting materials: [Al+3], CC(=O)Oc1c(C(C)(C)C)cc2sccc2c1C(C)(C)C, Cl, [H-], [H-], [H-], [H-], [Li+], C1CCOC1. Product: CC(C)(C)c1cc2sccc2c(C(C)(C)C)c1O. Reaction SMILES: [Al+3:2].[C:7](=[O:8])([CH3:9])[O:10][c:11]1[c:12]([C:24]([CH3:25])([CH3:26])[CH3:27])[c:13]2[c:14]([s:15][cH:16][cH:17]2)[cH:18][c:19]1[C:20]([CH3:21])([CH3:22])[CH3:23].[ClH:28].[H-:1].[H-:4].[H-:5].[H-:6].[Li+:3].[O:29]1[CH2:30][CH2:31][CH2:32][CH2:33]1>>[OH:10][c:11]1[c:12]([C:24]([CH3:25])([CH3:26])[CH3:27])[c:13]2[c:14]([s:15][cH:16][cH:17]2)[cH:18][c:19]1[C:20]([CH3:21])([CH3:22])[CH3:23].